From a dataset of the Open Reaction Database (ORD), a public repository of structured organic reaction records. describe an organic reaction: reactants, conditions, products, and yield Starting materials: CN(C)CCCCCCN, O=Cc1ccc(-c2cc3nccc(Nc4ccc5[nH]ccc5c4)c3s2)cc1. The product is CN(C)CCCCCCNCc1ccc(-c2cc3nccc(Nc4ccc5[nH]ccc5c4)c3s2)cc1. RXN SMILES: [CH3:1][N:2]([CH2:3][CH2:4][CH2:5][CH2:6][CH2:7][CH2:8][NH2:9])[CH3:10].[nH:11]1[cH:12][cH:13][c:14]2[cH:15][c:16]([NH:20][c:21]3[c:22]4[c:23]([n:24][cH:25][cH:26]3)[cH:27][c:28](-[c:30]3[cH:31][cH:32][c:33]([CH:34]=[O:35])[cH:36][cH:37]3)[s:29]4)[cH:17][cH:18][c:19]12>>[CH3:1][N:2]([CH2:3][CH2:4][CH2:5][CH2:6][CH2:7][CH2:8][NH:9][CH2:34][c:33]1[cH:32][cH:31][c:30](-[c:28]2[cH:27][c:23]3[c:22]([c:21]([NH:20][c:16]4[cH:15][c:14]5[cH:13][cH:12][nH:11][c:19]5[cH:18][cH:17]4)[cH:26][cH:25][n:24]3)[s:29]2)[cH:37][cH:36]1)[CH3:10].